Dataset: the Open Reaction Database (ORD), a public repository of structured organic reaction records. Task: describe an organic reaction: reactants, conditions, products, and yield The reactants are Cc1cccc(CCCCCCCCC(=O)Cl)c1, ClCCl, Cl, [K+], NO, [Na+], [Na+], O=C([O-])[O-], [OH-], O. Yields the product Cc1cccc(CCCCCCCCC(=O)NO)c1. RXN SMILES: [CH3:10][c:11]1[cH:12][c:13]([CH2:17][CH2:18][CH2:19][CH2:20][CH2:21][CH2:22][CH2:23][CH2:24][C:25](=[O:26])[Cl:27])[cH:14][cH:15][cH:16]1.[Cl:30][CH2:31][Cl:32].[ClH:1].[K+:29].[NH2:2][OH:3].[Na+:4].[Na+:5].[O-:6][C:7](=[O:8])[O-:9].[OH-:28].[OH2:33]>>[NH:2]([OH:3])[C:25]([CH2:24][CH2:23][CH2:22][CH2:21][CH2:20][CH2:19][CH2:18][CH2:17][c:13]1[cH:12][c:11]([CH3:10])[cH:16][cH:15][cH:14]1)=[O:26]. Reactants: COc1ccc(C2CCNC(=O)O2)cc1OC, CI, CN(C)C=O, [H-], [Na+], O. Yields the product COc1ccc(C2CCN(C)C(=O)O2)cc1OC. As a reaction SMILES: [CH3:1][O:2][c:3]1[cH:4][c:5]([CH:11]2[CH2:12][CH2:13][NH:14][C:15](=[O:17])[O:16]2)[cH:6][cH:7][c:8]1[O:9][CH3:10].[CH3:20][I:21].[CH3:23][N:24]([CH3:25])[CH:26]=[O:27].[H-:18].[Na+:19].[OH2:22]>>[CH3:1][O:2][c:3]1[cH:4][c:5]([CH:11]2[CH2:12][CH2:13][N:14]([CH3:20])[C:15](=[O:17])[O:16]2)[cH:6][cH:7][c:8]1[O:9][CH3:10]. Reaction SMILES: [Cl:1][c:2]1[cH:3][cH:4][c:5]([CH:8]([C:9](=[O:10])[OH:11])[c:12]2[cH:13][cH:14][c:15]([Cl:18])[cH:16][cH:17]2)[cH:6][cH:7]1.[NH2:19][CH2:20][CH2:21][CH2:22][N:23]1[CH2:24][CH2:25][CH:26]([c:29]2[cH:30][c:31]([NH:35][C:36]([CH:37]([CH3:38])[CH3:39])=[O:40])[cH:32][cH:33][cH:34]2)[CH2:27][CH2:28]1>>[Cl:1][c:2]1[cH:3][cH:4][c:5]([CH:8]([C:9](=[O:11])[NH:19][CH2:20][CH2:21][CH2:22][N:23]2[CH2:24][CH2:25][CH:26]([c:29]3[cH:30][c:31]([NH:35][C:36]([CH:37]([CH3:38])[CH3:39])=[O:40])[cH:32][cH:33][cH:34]3)[CH2:27][CH2:28]2)[c:12]2[cH:13][cH:14][c:15]([Cl:18])[cH:16][cH:17]2)[cH:6][cH:7]1. Reactants: O=C(O)C(c1ccc(Cl)cc1)c1ccc(Cl)cc1, CC(C)C(=O)Nc1cccc(C2CCN(CCCN)CC2)c1. The product is CC(C)C(=O)Nc1cccc(C2CCN(CCCNC(=O)C(c3ccc(Cl)cc3)c3ccc(Cl)cc3)CC2)c1.